This data is from the Open Reaction Database (ORD), a public repository of structured organic reaction records. The task is: describe an organic reaction: reactants, conditions, products, and yield Starting materials: NC1=C(C=C(C=C1C(C1=CC=C(C=C1)SC)=O)C)CC(=O)N (2-amino-5-methyl-3-[4-(methylthio)benzoyl]phenylacetamide), Cl (hydrochloric acid). The solvent is O (water), C(C)O (ethanol). Product: CC=1C=C2CC(NC2=C(C1)C(C1=CC=C(C=C1)SC)=O)=O (5-Methyl-7-[4-(methylthio)benzoyl]-indolin-2-one). The yield is 61.7%. As a reaction SMILES: N[C:2]1[C:7]([C:8](=[O:17])[C:9]2[CH:14]=[CH:13][C:12]([S:15][CH3:16])=[CH:11][CH:10]=2)=[CH:6][C:5]([CH3:18])=[CH:4][C:3]=1[CH2:19][C:20]([NH2:22])=[O:21].Cl>C(O)C.O>[CH3:18][C:5]1[CH:4]=[C:3]2[C:2](=[C:7]([C:8](=[O:17])[C:9]3[CH:10]=[CH:11][C:12]([S:15][CH3:16])=[CH:13][CH:14]=3)[CH:6]=1)[NH:22][C:20](=[O:21])[CH2:19]2. Reported procedure: A solution of 18.8 g (0.06 mole) of 2-amino-5-methyl-3-[4-(methylthio)benzoyl]phenylacetamide in 1700 ml of absolute ethanol with 16.6 ml (0.2 mol) of concentrated hydrochloric acid was heated at reflux for 45 min. The mixture was diluted with 50 ml of water and cooled. The precipitate was collected and recrystallized from 60% aqueous ethanol to give 11.0 g (62%) of the titled compound as tan crystals, m.p. 176.0°-177.5° C. Starting materials: ClCCl, CC(C)(C)OC(=O)COc1ccc(-c2c(Cl)c(CN3C(=O)CCC3=O)nc3sc4c(c23)CCSC4)cc1, O=C(OO)c1cccc(Cl)c1. Product: CC(C)(C)OC(=O)COc1ccc(-c2c(Cl)c(CN3C(=O)CCC3=O)nc3sc4c(c23)CCS(=O)C4)cc1. RXN SMILES: [CH2:49]([Cl:50])[Cl:51].[Cl:1][c:2]1[c:3](-[c:23]2[cH:24][cH:25][c:26]([O:27][CH2:28][C:29](=[O:30])[O:31][C:32]([CH3:33])([CH3:34])[CH3:35])[cH:36][cH:37]2)[c:4]2[c:5]([n:6][c:7]1[CH2:8][N:9]1[C:10](=[O:15])[CH2:11][CH2:12][C:13]1=[O:14])[s:16][c:17]1[c:18]2[CH2:19][CH2:20][S:21][CH2:22]1.[Cl:38][c:39]1[cH:40][cH:41][cH:42][c:43]([C:44]([O:45][OH:47])=[O:46])[cH:48]1>>[Cl:1][c:2]1[c:3](-[c:23]2[cH:24][cH:25][c:26]([O:27][CH2:28][C:29](=[O:30])[O:31][C:32]([CH3:33])([CH3:34])[CH3:35])[cH:36][cH:37]2)[c:4]2[c:5]([n:6][c:7]1[CH2:8][N:9]1[C:10](=[O:15])[CH2:11][CH2:12][C:13]1=[O:14])[s:16][c:17]1[c:18]2[CH2:19][CH2:20][S:21](=[O:46])[CH2:22]1.